Dataset: the Open Reaction Database (ORD), a public repository of structured organic reaction records. Task: describe an organic reaction: reactants, conditions, products, and yield Starting materials: CN(C)C=O, CCOC(C)=O, CCCCCC, [Cl-], Fc1ccccc1CCN1CCC(N2CCc3ccc(Br)cc32)CC1, [NH4+], C1CCOC1. Product: O=Cc1ccc2c(c1)N(C1CCN(CCc3ccccc3F)CC1)CC2. RXN SMILES: [CH3:26][N:27]([CH:28]=[O:29])[CH3:30].[CH3:33][CH2:34][O:35][C:36](=[O:37])[CH3:38].[CH3:39][CH2:40][CH2:41][CH2:42][CH2:43][CH3:44].[Cl-:31].[F:1][c:2]1[c:3]([CH2:4][CH2:5][N:6]2[CH2:7][CH2:8][CH:9]([N:12]3[CH2:13][CH2:14][c:15]4[cH:16][cH:17][c:18]([Br:21])[cH:19][c:20]43)[CH2:10][CH2:11]2)[cH:22][cH:23][cH:24][cH:25]1.[NH4+:32].[O:45]1[CH2:46][CH2:47][CH2:48][CH2:49]1>>[F:1][c:2]1[c:3]([CH2:4][CH2:5][N:6]2[CH2:7][CH2:8][CH:9]([N:12]3[CH2:13][CH2:14][c:15]4[cH:16][cH:17][c:18]([CH:28]=[O:29])[cH:19][c:20]43)[CH2:10][CH2:11]2)[cH:22][cH:23][cH:24][cH:25]1. Starting materials: [N+](=O)([O-])/C=C/C1=CC2=CC=CC=C2C=C1 ((E)-2-(2-nitrovinyl)naphthalene), C(C(C)C)=O (isobutyraldehyde), CC(C)O (2-propanol), CCCCCC (hexane). Solvent: C(Cl)(Cl)Cl (CHCl3). The product is CC(C=O)([C@@H](C[N+](=O)[O-])C1=CC2=CC=CC=C2C=C1)C ((S)-2,2-Dimethyl-3-(naphthalen-2-yl)-4-nitrobutanal). RXN SMILES: [N+:1](/[CH:4]=[CH:5]/[C:6]1[CH:15]=[CH:14][C:13]2[C:8](=[CH:9][CH:10]=[CH:11][CH:12]=2)[CH:7]=1)([O-:3])=[O:2].[CH:16](=[O:20])[CH:17]([CH3:19])[CH3:18].CC(O)C.CCCCCC>C(Cl)(Cl)Cl>[CH3:18][C:17]([CH3:19])([C@H:5]([C:6]1[CH:15]=[CH:14][C:13]2[C:8](=[CH:9][CH:10]=[CH:11][CH:12]=2)[CH:7]=1)[CH2:4][N+:1]([O-:3])=[O:2])[CH:16]=[O:20]. Procedure: The title compound was prepared from (E)-2-(2-nitrovinyl)naphthalene and isobutyraldehyde according to General Procedure. The enantiomeric excess was determined by HPLC with Chiralpak AS-H column at 210 nm (2-propanol:hexane=10:90), 1 mL/min, tmajor=16.2 min, tminor=18.0 min, [α]D20=+1.7 (c=1.8, CHCl3) Yield: 100.1%. The reactants are C(CCCCC)[Mg]Br (Hexylmagnesium bromide), BrC1=C(SC=C1)C=1SC=CC1Br (3,3′-dibromo-2,2′-bithiophene), Cl (HCl). Reaction SMILES: [CH2:1]([Mg]Br)[CH2:2][CH2:3][CH2:4][CH2:5][CH3:6].Br[C:10]1[CH:14]=[CH:13][S:12][C:11]=1[C:15]1[S:16][CH:17]=[CH:18][C:19]=1Br.Cl>C(OCC)C.Cl[Ni]1(Cl)[P](C2C=CC=CC=2)(C2C=CC=CC=2)CCC[P]1(C1C=CC=CC=1)C1C=CC=CC=1>[CH2:1]([C:10]1[CH:14]=[CH:13][S:12][C:11]=1[C:15]1[S:16][CH:17]=[CH:18][C:19]=1[CH2:1][CH2:2][CH2:3][CH2:4][CH2:5][CH3:6])[CH2:2][CH2:3][CH2:4][CH2:5][CH3:6] |^1:29,45|. Procedure details: Hexylmagnesium bromide (100 ml, 2 M solution in diethyl ether, 200 mol) was added dropwise to a solution of 3,3′-dibromo-2,2′-bithiophene (15 g, 46.6 mmol) and Ni(dppp)Cl2 (0.5 g, 0.1 mmol) in 100 ml of diethyl ether at 0° C. The reaction was slightly exothermic and a red brown coloration was observed. After stirred and heated for 24 h, the reaction mixture was cautiously poured into a mixture of crushed ice and diluted HCl solution and extracted with ether. The combined extracts were dried over... The product is C(CCCCC)C1=C(SC=C1)C=1SC=CC1CCCCCC (3,3′-Dihexyl-2,2′-bithiophene). Reagents/catalysts: Cl[Ni]1([P](CCC[P](C2=CC=CC=C2)1C3=CC=CC=C3)(C4=CC=CC=C4)C5=CC=CC=C5)Cl (Ni(dppp)Cl2). Run in C(C)OCC (diethyl ether). Starting materials: NCC1COc2cc3c(cc2O1)OCO3, O=c1ccc2ccc(OCCCCl)cc2o1, Cl, [I-], [Na+], CN(C)C=O. The product is O=c1ccc2ccc(OCCCNCC3COc4cc5c(cc4O3)OCO5)cc2o1. RXN SMILES: [CH2:2]1[O:3][c:4]2[cH:5][c:6]3[c:7]([cH:14][c:15]2[O:16]1)[O:8][CH:9]([CH2:12][NH2:13])[CH2:10][O:11]3.[Cl:17][CH2:18][CH2:19][CH2:20][O:21][c:22]1[cH:23][cH:24][c:25]2[cH:26][cH:27][c:28](=[O:32])[o:29][c:30]2[cH:31]1.[ClH:1].[I-:34].[Na+:33].[O:35]=[CH:36][N:37]([CH3:38])[CH3:39]>>[CH2:2]1[O:3][c:4]2[cH:5][c:6]3[c:7]([cH:14][c:15]2[O:16]1)[O:8][CH:9]([CH2:12][NH:13][CH2:18][CH2:19][CH2:20][O:21][c:22]1[cH:23][cH:24][c:25]2[cH:26][cH:27][c:28](=[O:32])[o:29][c:30]2[cH:31]1)[CH2:10][O:11]3.